Dataset: the Open Reaction Database (ORD), a public repository of structured organic reaction records. Task: describe an organic reaction: reactants, conditions, products, and yield The reactants are CC=1C(CC(C1)(C)C)=O (2,4,4-trimethyl-cyclopent-2-en-1-one), [N+](=O)([O-])C (nitromethane). The product is CC1C(CC(C1C[N+](=O)[O-])(C)C)=O (2,4,4-trimethyl-3-nitromethyl-cyclopentanone). Reaction SMILES: [CH3:1][C:2]1[C:3](=[O:9])[CH2:4][C:5]([CH3:8])([CH3:7])[CH:6]=1.[N+:10]([CH3:13])([O-:12])=[O:11]>>[CH3:1][CH:2]1[CH:6]([CH2:13][N+:10]([O-:12])=[O:11])[C:5]([CH3:8])([CH3:7])[CH2:4][C:3]1=[O:9]. Procedure: 2,4,4-trimethyl-cyclopent-2-en-1-one is reacted with nitromethane to give 2,4,4-trimethyl-3-nitromethyl-cyclopentanone which, after treatment with a base, is converted into 1-formyl-3-oxo-2,5,5-trimethyl-cyclopentane either with the aid of an oxidizing agent, such as potassium permanganate, ozone, or with a hydrohalic acid, a mineral acid or titanium trichloride.